Dataset: the Open Reaction Database (ORD), a public repository of structured organic reaction records. Task: describe an organic reaction: reactants, conditions, products, and yield Reactants: ClC1=C(C=CC=C1Cl)OC (2,3-dichloroanisole), BrC1=CC=C(C=C1)CC(=O)Cl (4-bromophenylacetyl chloride), [Cl-].[Al+3].[Cl-].[Cl-] (aluminum chloride). Run in C(=S)=S (carbon disulfide). Run at time 17 hour. Product: ClC1=C(C=CC(=C1Cl)C(CC1=CC=C(C=C1)Br)=O)OC (2,3-Dichloro-4-(4-bromophenyl)acetylanisole). RXN SMILES: [Cl:1][C:2]1[C:7]([Cl:8])=[CH:6][CH:5]=[CH:4][C:3]=1[O:9][CH3:10].[Br:11][C:12]1[CH:17]=[CH:16][C:15]([CH2:18][C:19](Cl)=[O:20])=[CH:14][CH:13]=1.[Cl-].[Al+3].[Cl-].[Cl-]>C(=S)=S>[Cl:1][C:2]1[C:7]([Cl:8])=[C:6]([C:19](=[O:20])[CH2:18][C:15]2[CH:16]=[CH:17][C:12]([Br:11])=[CH:13][CH:14]=2)[CH:5]=[CH:4][C:3]=1[O:9][CH3:10] |f:2.3.4.5|. Procedure: To a stirred mixture of 2,3-dichloroanisole (73.5 g., 0.414 mole), 4-bromophenylacetyl chloride (105 g., 0.456 mole) and carbon disulfide (300 ml.) is added portionwise aluminum chloride (60.9 g., 0.456 mole) with cooling at 0°-5° C. The reaction mixture is left at 25° C. for 17 hours, then flushed with nitrogen, and the solid residue treated with crushed ice and 12N hydrochloric acid (80 ml.) to give 147.7 g. of 2,3-dichloro-4-(4-bromophenyl)acetylanisole which melts at 163°-164.5° C. after cry... The reactants are COC1=CC=C(CN(C2=NC=C(C=N2)C=2C3=C(N=C(N2)N2CCOCC2)N(CC3)C=3C=C(C(=O)O)C=CC3)CC3=CC=C(C=C3)OC)C=C1 (3-(4-{2-[bis-(4-methoxy-benzyl)-amino]-pyrimidin-5-yl}-2-morpholin-4-yl-5,6-dihydro-pyrrolo[2,3-d]pyrimidin-7-yl)-benzoic acid), COC1=CC=C(CN(C2=NC=C(C=N2)C=2C3=C(N=C(N2)N2CCOCC2)N(CC3)C3=CC=C(C(=O)O)C=C3)CC3=CC=C(C=C3)OC)C=C1 (4-(4-{2-[bis-(4-methoxy-benzyl)-amino]-pyrimidin-5-yl}-2-morpholin-4-yl-5,6-dihydro-pyrrolo[2,3-d]pyrimidin-7-yl)-benzoic acid), CN1CCNCC1 (N-methylpiperazine). The product is COC1=CC=C(CN(C2=NC=C(C=N2)C=2C3=C(N=C(N2)N2CCOCC2)N(CC3)C=3C=C(C=CC3)C(=O)N3CCN(CC3)C)CC3=CC=C(C=C3)OC)C=C1 ({3-[4-{2-[bis-(4-methoxy-benzyl)-amino]-pyrimidin-5-yl}-2-morpholin-4-yl-5,6-dihydro-pyrrolo[2,3-d]pyrimidin-7-yl]-phenyl}-(4-methyl-piperazin-1-yl)-methanone). The yield is 72.2%. Reaction SMILES: [CH3:1][O:2][C:3]1[CH:49]=[CH:48][C:6]([CH2:7][N:8]([CH2:39][C:40]2[CH:45]=[CH:44][C:43]([O:46][CH3:47])=[CH:42][CH:41]=2)[C:9]2[N:14]=[CH:13][C:12]([C:15]3[C:16]4[CH2:29][CH2:28][N:27]([C:30]5[CH:31]=[C:32]([CH:36]=[CH:37][CH:38]=5)[C:33](O)=[O:34])[C:17]=4[N:18]=[C:19]([N:21]4[CH2:26][CH2:25][O:24][CH2:23][CH2:22]4)[N:20]=3)=[CH:11][N:10]=2)=[CH:5][CH:4]=1.COC1C=CC(CN(CC2C=CC(OC)=CC=2)C2N=CC(C3C4CCN(C5C=CC(C(O)=O)=CC=5)C=4N=C(N4CCOCC4)N=3)=CN=2)=CC=1.[CH3:99][N:100]1[CH2:105][CH2:104][NH:103][CH2:102][CH2:101]1>>[CH3:47][O:46][C:43]1[CH:44]=[CH:45][C:40]([CH2:39][N:8]([CH2:7][C:6]2[CH:48]=[CH:49][C:3]([O:2][CH3:1])=[CH:4][CH:5]=2)[C:9]2[N:10]=[CH:11][C:12]([C:15]3[C:16]4[CH2:29][CH2:28][N:27]([C:30]5[CH:31]=[C:32]([C:33]([N:103]6[CH2:104][CH2:105][N:100]([CH3:99])[CH2:101][CH2:102]6)=[O:34])[CH:36]=[CH:37][CH:38]=5)[C:17]=4[N:18]=[C:19]([N:21]4[CH2:22][CH2:23][O:24][CH2:25][CH2:26]4)[N:20]=3)=[CH:13][N:14]=2)=[CH:41][CH:42]=1. Procedure: Using 3-(4-{2-[bis-(4-methoxy-benzyl)-amino]-pyrimidin-5-yl}-2-morpholin-4-yl-5,6-dihydro-pyrrolo[2,3-d]pyrimidin-7-yl)-benzoic acid (38.2 mg, 0.0579 mmol) obtained in Step A in Example 1-D-53 instead of 4-(4-{2-[bis-(4-methoxy-benzyl)-amino]-pyrimidin-5-yl}-2-morpholin-4-yl-5,6-dihydro-pyrrolo[2,3-d]pyrimidin-7-yl)-benzoic acid, and N-methylpiperazine (13.0 μl, 0.116 mmol) instead of 3-(aminomethyl)pyridine, in the same manner as Step B in Example 1-D-19, amidation was carried out, to obtain a ... The reactants are CC(=O)O, CCO, Cn1c(C(=O)CS(C)(=O)=O)c(O)c2ccccc21, [Zn]. Product: CC(=O)c1c(O)c2ccccc2n1C. As a reaction SMILES: [CH3:19][C:20](=[O:21])[OH:22].[CH3:24][CH2:25][OH:26].[OH:1][c:2]1[c:3]([C:12]([CH2:13][S:14]([CH3:15])(=[O:16])=[O:17])=[O:18])[n:4]([CH3:11])[c:5]2[cH:6][cH:7][cH:8][cH:9][c:10]12.[Zn:23]>>[OH:1][c:2]1[c:3]([C:12]([CH3:13])=[O:18])[n:4]([CH3:11])[c:5]2[cH:6][cH:7][cH:8][cH:9][c:10]12. The reactants are Cc1cc(C)cc(-c2[nH]c3ccc(C(=O)N4CCOCC4)cc3c2CCN(CCCCc2ccncc2)C(=O)OCc2ccccc2)c1, COCCO, [H][H], [NH4+], [OH-], [OH-], [OH-], [Pd+2]. Yields the product Cc1cc(C)cc(-c2[nH]c3ccc(C(=O)N4CCOCC4)cc3c2CCNCCCCc2ccncc2)c1. As a reaction SMILES: [CH2:1]([O:2][C:3](=[O:4])[N:10]([CH2:11][CH2:12][CH2:13][CH2:14][c:15]1[cH:16][cH:17][n:18][cH:19][cH:20]1)[CH2:21][CH2:22][c:23]1[c:24](-[c:40]2[cH:41][c:42]([CH3:47])[cH:43][c:44]([CH3:46])[cH:45]2)[nH:25][c:26]2[cH:27][cH:28][c:29]([C:32](=[O:33])[N:34]3[CH2:35][CH2:36][O:37][CH2:38][CH2:39]3)[cH:30][c:31]12)[c:5]1[cH:6][cH:7][cH:8][cH:9][cH:48]1.[CH3:56][O:57][CH2:58][CH2:59][OH:60].[H:49][H:50].[NH4+:52].[OH-:51].[OH-:53].[OH-:55].[Pd+2:54]>>[NH:10]([CH2:11][CH2:12][CH2:13][CH2:14][c:15]1[cH:16][cH:17][n:18][cH:19][cH:20]1)[CH2:21][CH2:22][c:23]1[c:24](-[c:40]2[cH:41][c:42]([CH3:47])[cH:43][c:44]([CH3:46])[cH:45]2)[nH:25][c:26]2[cH:27][cH:28][c:29]([C:32](=[O:33])[N:34]3[CH2:35][CH2:36][O:37][CH2:38][CH2:39]3)[cH:30][c:31]12. The reactants are ClC=1C(=CC(=C(C1)S(=O)(=O)N(C1=NC=NC=C1)CC1=C(C=C(C=C1)OC)OC)F)O[C@@H]1[C@H](CCC1)C1=CC=NN1C1OCCCC1 (5-chloro-N-(2,4-dimethoxybenzyl)-2-fluoro-N-(pyrimidin-4-yl)-4-({(1S*,2R*)-2-[1-(tetrahydro-2H-pyran-2-yl)-1H-pyrazol-5-yl]cyclopentyl}oxy)benzenesulfonamide), C(C)[SiH](CC)CC (triethylsilane), FC(C(=O)O)(F)F (trifluoroacetic acid). Solvent: ClCCl (dichloromethane). Product: ClC=1C(=CC(=C(C1)S(=O)(=O)NC1=NC=NC=C1)F)O[C@@H]1[C@H](CCC1)C1=CC=NN1 (5-Chloro-2-fluoro-4-{[(1S*,2R*)-2-(1H-pyrazol-5-yl)cyclopentyl]oxy}-N-(pyrimidin-4-yl)benzenesulfonamide). Isolated yield 76.9%. RXN SMILES: [Cl:1][C:2]1[C:3]([O:30][C@H:31]2[CH2:35][CH2:34][CH2:33][C@@H:32]2[C:36]2[N:40](C3CCCCO3)[N:39]=[CH:38][CH:37]=2)=[CH:4][C:5]([F:29])=[C:6]([S:8]([N:11](CC2C=CC(OC)=CC=2OC)[C:12]2[CH:17]=[CH:16][N:15]=[CH:14][N:13]=2)(=[O:10])=[O:9])[CH:7]=1.C([SiH](CC)CC)C.FC(F)(F)C(O)=O>ClCCl>[Cl:1][C:2]1[C:3]([O:30][C@H:31]2[CH2:35][CH2:34][CH2:33][C@@H:32]2[C:36]2[NH:40][N:39]=[CH:38][CH:37]=2)=[CH:4][C:5]([F:29])=[C:6]([S:8]([NH:11][C:12]2[CH:17]=[CH:16][N:15]=[CH:14][N:13]=2)(=[O:10])=[O:9])[CH:7]=1. Procedure: The reaction and aftertreatment were conducted in the same manner as in Example 1b by using the 5-chloro-N-(2,4-dimethoxybenzyl)-2-fluoro-N-(pyrimidin-4-yl)-4-({(1S*,2R*)-2-[1-(tetrahydro-2H-pyran-2-yl)-1H-pyrazol-5-yl]cyclopentyl}oxy)benzenesulfonamide (126 mg, 0.187 mmol) prepared in Example 140a, triethylsilane (0.30 mL), trifluoroacetic acid (2.0 mL) and dichloromethane (3.0 mL), to yield the title compound (63 mg, 77%) as a colorless solid. The reactants are CS(C)=O, CCNc1ccc2nc(Cl)sc2c1, [K+], [K+], [K+], N#C[K], O=P([O-])([O-])[O-]. Yields the product CCNc1ccc2nc(C#N)sc2c1. Reaction SMILES: [CH3:25][S:26]([CH3:27])=[O:28].[Cl:4][c:5]1[s:6][c:7]2[c:8]([n:9]1)[cH:10][cH:11][c:12]([NH:14][CH2:15][CH3:16])[cH:13]2.[K+:22].[K+:23].[K+:24].[K:1][C:2]#[N:3].[P:17]([O-:18])([O-:19])([O-:20])=[O:21]>>[C:2](#[N:3])[c:5]1[s:6][c:7]2[c:8]([n:9]1)[cH:10][cH:11][c:12]([NH:14][CH2:15][CH3:16])[cH:13]2.